From a dataset of the Open Reaction Database (ORD), a public repository of structured organic reaction records. describe an organic reaction: reactants, conditions, products, and yield Reactants: Cc1oc(-c2ccc(Br)cc2)nc1CCOS(C)(=O)=O, O=C([O-])[O-], CC1CCCN1, CC#N, Cl, [I-], [K+], [K+], [K+]. The product is Cc1oc(-c2ccc(Br)cc2)nc1CCN1CCCC1C. Reaction SMILES: [Br:1][c:2]1[cH:3][cH:4][c:5](-[c:8]2[o:9][c:10]([CH3:20])[c:11]([CH2:13][CH2:14][O:15][S:16]([CH3:17])(=[O:18])=[O:19])[n:12]2)[cH:6][cH:7]1.[C:21](=[O:22])([O-:23])[O-:24].[CH3:30][CH:31]1[NH:32][CH2:33][CH2:34][CH2:35]1.[CH3:36][C:37]#[N:38].[ClH:29].[I-:28].[K+:25].[K+:26].[K+:27]>>[Br:1][c:2]1[cH:3][cH:4][c:5](-[c:8]2[o:9][c:10]([CH3:20])[c:11]([CH2:13][CH2:14][N:32]3[CH:31]([CH3:30])[CH2:35][CH2:34][CH2:33]3)[n:12]2)[cH:6][cH:7]1. Starting materials: N1CCNCC1 (piperazine), ClC1=CC(=NC(=N1)OC)OC (6-chloro-2,4-dimethoxy pyrimidine). Solvent: C(C)#N (acetonitrile). Conditions: time 6 hour. The product is COC1=NC(=CC(=N1)OC)N1CCNCC1 (2,4-dimethoxy-6-piperazin-1-ylpyrimidine). Reaction SMILES: [NH:1]1[CH2:6][CH2:5][NH:4][CH2:3][CH2:2]1.Cl[C:8]1[N:13]=[C:12]([O:14][CH3:15])[N:11]=[C:10]([O:16][CH3:17])[CH:9]=1>C(#N)C>[CH3:15][O:14][C:12]1[N:11]=[C:10]([O:16][CH3:17])[CH:9]=[C:8]([N:1]2[CH2:6][CH2:5][NH:4][CH2:3][CH2:2]2)[N:13]=1. Procedure: piperazine (1.23 g, 14.32 mmol) was treated with 6-chloro-2,4-dimethoxy pyrimidine (0.5 g, 2.86 mmol) in acetonitrile (5 mL) and the reaction mixture was stirred at room temperature for 6 hours. Subsequently the reaction mixture was poured onto ice-cold water (25 ml) and extracted with ethyl acetate (25 ml). The organic layer was washed with aqueous sodium bicarbonate solution and evaporated to furnish the required compound.